Dataset: the Open Reaction Database (ORD), a public repository of structured organic reaction records. Task: describe an organic reaction: reactants, conditions, products, and yield Product: CCOC(=O)C(C#N)=NOC(=O)OC. Reaction SMILES: [CH3:22][C:23](=[O:24])[CH3:25].[Cl:12][C:13](=[O:14])[O:15][CH3:16].[Na+:17].[Na:1].[OH2:26].[OH:18][C:19](=[O:20])[O-:21].[OH:2][N:3]=[C:4]([C:5](=[O:6])[O:7][CH2:8][CH3:9])[C:10]#[N:11]>>[O:2]([N:3]=[C:4]([C:5](=[O:6])[O:7][CH2:8][CH3:9])[C:10]#[N:11])[C:13](=[O:14])[O:15][CH3:16]. The reactants are CC(C)=O, COC(=O)Cl, [Na+], [Na], O, O=C([O-])O, CCOC(=O)C(C#N)=NO. The reactants are ClC=1C=C(C=CC1OC)C=1C=C(C(N(N1)CC(C)C)=O)COS(=O)(=O)C (6-(3-chloro-4-methoxyphenyl)-2-isobutyl-4-methanesulfonyloxymethyl-2H-pyridazin-3-one), CN1CCNCC1 (1-methylpiperazine). The product is ClC=1C=C(C=CC1OC)C=1C=C(C(N(N1)CC(C)C)=O)CN1CCN(CC1)C (6-(3-chloro-4-methoxyphenyl)-2-isobutyl-4-(4-methyl-1-piperazinyl)methyl-2H-pyridazin-3-one). Yield: 76.1%. RXN SMILES: [Cl:1][C:2]1[CH:3]=[C:4]([C:10]2[CH:11]=[C:12]([CH2:21]OS(C)(=O)=O)[C:13](=[O:20])[N:14]([CH2:16][CH:17]([CH3:19])[CH3:18])[N:15]=2)[CH:5]=[CH:6][C:7]=1[O:8][CH3:9].[CH3:27][N:28]1[CH2:33][CH2:32][NH:31][CH2:30][CH2:29]1>>[Cl:1][C:2]1[CH:3]=[C:4]([C:10]2[CH:11]=[C:12]([CH2:21][N:31]3[CH2:32][CH2:33][N:28]([CH3:27])[CH2:29][CH2:30]3)[C:13](=[O:20])[N:14]([CH2:16][CH:17]([CH3:18])[CH3:19])[N:15]=2)[CH:5]=[CH:6][C:7]=1[O:8][CH3:9]. Reported procedure: Following the procedure of Example 1(10), 6-(3-chloro-4-methoxyphenyl)-2-isobutyl-4-methanesulfonyloxymethyl-2H-pyridazin-3-one and 1-methylpiperazine were reacted to yield the title compound as a yellow oil (yield: 76.1%). Reactants: 5-chloroacetyll-8-phenylmethoxy-(1H)-quinolin-2-one, C1(=CC=CC=C1)COC=1C=CC(=C2C=CC(NC12)=O)C(C)=O (8-(phenylmethoxy)-5-acetyl-(1H)-quinolin-2-one), C(C)(=O)O (acetic acid), I(=O)(=O)Cl.I(=O)(=O)Cl.C(C1=CC=CC=C1)[N+](C)(C)C (benzyl-trimethylammoniumdichloroiodate), C(C)(=O)O (acetic acid). Solvent: O (water). Reaction conditions: temperature 67.5 celsius, time 45 minute. Yields the product ClCC(=O)N1C(C=CC2=CC=CC(=C12)OCC1=CC=CC=C1)=O (1-(α-chloroacetyl)-8-(phenylmethoxy)-(1H)-quinolin-2-one). As a reaction SMILES: [C:1]1([CH2:7][O:8][C:9]2[CH:10]=[CH:11][C:12](C(=O)C)=[C:13]3[C:18]=2[NH:17][C:16](=[O:19])[CH:15]=[CH:14]3)[CH:6]=[CH:5][CH:4]=[CH:3][CH:2]=1.[C:23]([OH:26])(=O)[CH3:24].I([Cl:30])(=O)=O.I(Cl)(=O)=O.C([N+](C)(C)C)C1C=CC=CC=1>O>[Cl:30][CH2:24][C:23]([N:17]1[C:18]2[C:13](=[CH:12][CH:11]=[CH:10][C:9]=2[O:8][CH2:7][C:1]2[CH:2]=[CH:3][CH:4]=[CH:5][CH:6]=2)[CH:14]=[CH:15][C:16]1=[O:19])=[O:26] |f:2.3.4|. Procedure details: A 3 L, 4-necked flask equipped with a mechanical stirrer, thermometer, addition funnel and refluxing condenser is charged with 40 g 8-(phenylmethoxy)-5-acetyl-(1H)-quinolin-2-one and 800 mL acetic acid under an atmosphere of nitrogen. To this yellow solution is added 94.93 g benzyl-trimethylammoniumdichloroiodate and 400 mL acetic acid. The resulting suspension is heated under stirring to an internal temperature of 65-70° C. The mixture is stirred at this internal temperature until an in-process... Reported procedure: In the manner given in Example 5, 8-methyl-[(5H-dibenzo[b,e][1,4]diazepin-11-yl)amino]acetaldehyde dimethyl acetal is treated with concentrated sulfuric acid to give 6-methyl-9H-dibenzo[b,f]imidazo[1,2-d][1,4]diazepine. The reactants are COC(CNC=1C2=C(NC3=C(N1)C=C(C=C3)C)C=CC=C2)OC (8-methyl-[(5H-dibenzo[b,e][1,4]diazepin-11-yl)amino]acetaldehyde dimethyl acetal), S(O)(O)(=O)=O (sulfuric acid). Yields the product CC1=CC2=C(NC3=C(C=4N2C=CN4)C=CC=C3)C=C1 (6-methyl-9H-dibenzo[b,f]imidazo[1,2-d][1,4]diazepine). RXN SMILES: CO[CH:3](OC)[CH2:4][NH:5][C:6]1[C:7]2[CH:21]=[CH:20][CH:19]=[CH:18][C:8]=2[NH:9][C:10]2[CH:16]=[CH:15][C:14]([CH3:17])=[CH:13][C:11]=2[N:12]=1.S(=O)(=O)(O)O>>[CH3:17][C:14]1[CH:15]=[CH:16][C:10]2[NH:9][C:8]3[CH:18]=[CH:19][CH:20]=[CH:21][C:7]=3[C:6]3[N:12]([CH:3]=[CH:4][N:5]=3)[C:11]=2[CH:13]=1. Starting materials: tetrapropylammonium perruthenate(VII), 4A, C[N+]1(CCOCC1)[O-] (4-methylmorpholine N-oxide), CC1(OCCC(O1)C(C)(C(CC)O)C)C (2-(2,2-dimethyl-[1,3]dioxan-4-yl)-2-methyl-pentan-3-ol). The solvent is C(Cl)Cl (CH2Cl2). Conditions: time 10 minute. Product: CC1(OCCC(O1)C(C)(C(CC)=O)C)C (2-(2,2-dimethyl-[1,3]dioxan-4-yl)-2-methyl-pentan-3-one). The yield is 87.5%. As a reaction SMILES: [CH3:1][C:2]1([CH3:15])[O:7][CH:6]([C:8]([CH3:14])([CH:10]([OH:13])[CH2:11][CH3:12])[CH3:9])[CH2:5][CH2:4][O:3]1.C[N+]1([O-])CCOCC1>C(Cl)Cl>[CH3:15][C:2]1([CH3:1])[O:7][CH:6]([C:8]([CH3:14])([C:10](=[O:13])[CH2:11][CH3:12])[CH3:9])[CH2:5][CH2:4][O:3]1. Reported procedure: 70 mg (0.32 mmol) of alcohol 46 is dissolved in 5 ml of CH2Cl2, and 6 4A molecular sieve spheres and 66 mg (0.48 mmol, 1.5 equivalents) of 4-methylmorpholine N-oxide (NMO) are added. After 10 minutes of stirring, 6 mg of tetrapropylammonium-perruthenate(VII) (TPAP) (0.016 mmol, 0.05 equivalent) is added and stirred for 4 hours at room temperature. Then, the reaction mixture is concentrated by evaporation in a rotary evaporator and directly purified by column chromatography with pentane:ether=1:1... Procedure details: tert-Butyl 4-(cyclopropylamino)-3-hydroxy-4-oxo-1-phenylbutan-2-ylcarbamate (780 mg, 2.332 mmol) in dichloromethane (30 ml) was stirred together with 2 ml of HCl (4 m solution in dioxane) for 3 h at room temperature, then 1 ml of HCl and 5 ml of methanol were added and the reaction mixture stirred over night. The mixture was concentrated under reduced pressure, co-evaporated 2× with toluene, the remainder then treated with n-pentane and dried to give 550 mg of a white solid; ESI-MS [M+H]+: 235.1... Reaction SMILES: [CH:1]1([NH:4][C:5](=[O:24])[CH:6]([OH:23])[CH:7]([NH:15]C(=O)OC(C)(C)C)[CH2:8][C:9]2[CH:14]=[CH:13][CH:12]=[CH:11][CH:10]=2)[CH2:3][CH2:2]1.[ClH:25].CO>ClCCl>[Cl-:25].[CH:1]1([NH:4][C:5](=[O:24])[CH:6]([OH:23])[CH:7]([NH3+:15])[CH2:8][C:9]2[CH:14]=[CH:13][CH:12]=[CH:11][CH:10]=2)[CH2:2][CH2:3]1 |f:4.5|. The solvent is ClCCl (dichloromethane). The product is [Cl-].C1(CC1)NC(C(C(CC1=CC=CC=C1)[NH3+])O)=O (4-(Cyclopropylamino)-3-hydroxy-4-oxo-1-phenylbutan-2-aminium chloride). Starting materials: C1(CC1)NC(C(C(CC1=CC=CC=C1)NC(OC(C)(C)C)=O)O)=O (tert-Butyl 4-(cyclopropylamino)-3-hydroxy-4-oxo-1-phenylbutan-2-ylcarbamate), Cl (HCl), Cl (HCl), CO (methanol). Starting materials: C(CC=C)N1N=NC=C1 (1-but-3-enyl-1H-[1,2,3]triazole), B1C2CCCC1CCC2 (9-BBN), BrC1=CC=C(C=C1)S(=O)(=O)CC=1N=C(OC1)C=CC1=CC=C(C=C1)S(=O)C(F)(F)F (4-(4-bromo-benzenesulfonylmethyl)-2-[2-(4-trifluoromethanesulfinyl-phenyl)-vinyl]-oxazole), C([O-])([O-])=O.[Cs+].[Cs+] (cesium carbonate). Reagents/catalysts: C1=CC=C(C=C1)P([C-]2C=CC=C2)C3=CC=CC=C3.C1=CC=C(C=C1)P([C-]2C=CC=C2)C3=CC=CC=C3.Cl[Pd]Cl.[Fe+2] (Pd(dppf)Cl2). The solvent is C(C)(=O)OCC (ethyl acetate), C1CCOC1 (THF), CN(C=O)C (N,N-dimethyl formamide). Run at time 2 hour. The product is FC(S(=O)C1=CC=C(C=C1)C=CC=1OC=C(N1)CS(=O)(=O)C1=CC=C(C=C1)CCCCN1N=NC=C1)(F)F (1-[4-(4-{2-[2-(4-trifluoromethanesulfinyl-phenyl)-vinyl]-oxazol-4-ylmethanesulfonyl}-phenyl)-butyl]-1H-[1,2,3]triazole). Yield: 55.9%. RXN SMILES: [CH2:1]([N:5]1[CH:9]=[CH:8][N:7]=[N:6]1)[CH2:2][CH:3]=[CH2:4].B1C2CCCC1CCC2.Br[C:20]1[CH:25]=[CH:24][C:23]([S:26]([CH2:29][C:30]2[N:31]=[C:32]([CH:35]=[CH:36][C:37]3[CH:42]=[CH:41][C:40]([S:43]([C:45]([F:48])([F:47])[F:46])=[O:44])=[CH:39][CH:38]=3)[O:33][CH:34]=2)(=[O:28])=[O:27])=[CH:22][CH:21]=1.C(=O)([O-])[O-].[Cs+].[Cs+]>C1COCC1.CN(C)C=O.C1C=CC(P(C2C=CC=CC=2)[C-]2C=CC=C2)=CC=1.C1C=CC(P(C2C=CC=CC=2)[C-]2C=CC=C2)=CC=1.Cl[Pd]Cl.[Fe+2].C(OCC)(=O)C>[F:48][C:45]([F:46])([F:47])[S:43]([C:40]1[CH:39]=[CH:38][C:37]([CH:36]=[CH:35][C:32]2[O:33][CH:34]=[C:30]([CH2:29][S:26]([C:23]3[CH:22]=[CH:21][C:20]([CH2:4][CH2:3][CH2:2][CH2:1][N:5]4[CH:9]=[CH:8][N:7]=[N:6]4)=[CH:25][CH:24]=3)(=[O:27])=[O:28])[N:31]=2)=[CH:42][CH:41]=1)=[O:44] |f:3.4.5,8.9.10.11|. Procedure: A solution of 1-but-3-enyl-1H-[1,2,3]triazole (0.14 g, 1.14 mmol) in anhydrous THF (10 ml) was treated with 9-BBN (0.5 M in THF, 5 ml, 2.5 mmol) at 0° C. and stirred for 2 h at room temperature. This mixture was added to a solution of 4-(4-bromo-benzenesulfonylmethyl)-2-[2-(4-trifluoromethanesulfinyl-phenyl)-vinyl]-oxazole (0.6 g, 1.15 mmol), [Pd(dppf)Cl2] (98 mg, 0.12 mmol) and aqueous cesium carbonate (3M, 1.15 ml, 3.45 mmol) in N,N-dimethyl formamide (7 ml) and stirred for 3 h at 70° C. After...